From a dataset of the Open Reaction Database (ORD), a public repository of structured organic reaction records. describe an organic reaction: reactants, conditions, products, and yield Reactants: O (H2O), C(C)(C)(C)OC(NC=1C(=NC(=NC1)SC)C1=C(C=CC=C1)C)=O ((2-methylsulfanyl-4-o-tolyl-pyrimidin-5-yl)-carbamic acid tert.-butyl ester), CN(C=O)C (N,N-dimethylformamide), CI (methyl iodide). Solvent: [Cl-].[Na+].O (brine), C(Cl)Cl (CH2Cl2). As a reaction SMILES: [C:1]([O:5][C:6](=[O:23])[NH:7][C:8]1[C:9]([C:16]2[CH:21]=[CH:20][CH:19]=[CH:18][C:17]=2[CH3:22])=[N:10][C:11]([S:14][CH3:15])=[N:12][CH:13]=1)([CH3:4])([CH3:3])[CH3:2].[CH3:24]N(C)C=O.CI.O>[Cl-].[Na+].O.C(Cl)Cl>[C:1]([O:5][C:6](=[O:23])[N:7]([CH3:24])[C:8]1[C:9]([C:16]2[CH:21]=[CH:20][CH:19]=[CH:18][C:17]=2[CH3:22])=[N:10][C:11]([S:14][CH3:15])=[N:12][CH:13]=1)([CH3:4])([CH3:3])[CH3:2] |f:4.5.6|. Reaction conditions: time 1 hour. Isolated yield 98.5%. The product is C(C)(C)(C)OC(N(C=1C(=NC(=NC1)SC)C1=C(C=CC=C1)C)C)=O (methyl-(2-methylsulfanyl-4-o-tolyl-pyrimidin-5-yl)-carbamic acid tert.-butyl ester). Procedure: To a solution of 1.9 g (5.73 mmol) (2-methylsulfanyl-4-o-tolyl-pyrimidin-5-yl)-carbamic acid tert.-butyl ester in 15 ml N,N-dimethylformamide 0.29 g (7.45 mmol) sodiumhydride (60% dispersion in mineraloil) was added and the reaction mixture stirred for 1 hr. After the addition of 0.57ml (9.17 mmol) methyl iodide at 0°, the reaction mixture was stirred for 3 hrs. The reaction mixture was distributed between 75 ml H2O, 75 ml brine and 75 ml CH2Cl2. The phases were separated, the aqueous layer wash... Reactants: C[Si](C)(C)CCOCn1ncc2c(c(CBr)c(Br)n2COCC[Si](C)(C)C)c1=O, CC(C)O, [H-], [Na+], C1CCOC1, O. Yields the product CC(C)OCc1c(Br)n(COCC[Si](C)(C)C)c2cnn(COCC[Si](C)(C)C)c(=O)c12. RXN SMILES: [Br:12][c:13]1[c:14]([CH2:39][Br:40])[c:15]2[c:16]([cH:17][n:18][n:19]([CH2:22][O:23][CH2:24][CH2:25][Si:26]([CH3:27])([CH3:28])[CH3:29])[c:20]2=[O:21])[n:30]1[CH2:31][O:32][CH2:33][CH2:34][Si:35]([CH3:36])([CH3:37])[CH3:38].[CH:6]([CH3:7])([CH3:8])[OH:9].[H-:10].[Na+:11].[O:1]1[CH2:2][CH2:3][CH2:4][CH2:5]1.[OH2:41]>>[CH:6]([CH3:7])([CH3:8])[O:9][CH2:39][c:14]1[c:13]([Br:12])[n:30]([CH2:31][O:32][CH2:33][CH2:34][Si:35]([CH3:36])([CH3:37])[CH3:38])[c:16]2[c:15]1[c:20](=[O:21])[n:19]([CH2:22][O:23][CH2:24][CH2:25][Si:26]([CH3:27])([CH3:28])[CH3:29])[n:18][cH:17]2. Starting materials: C(C1=CN=CC=C1)=O (nicotinaldehyde), NO (hydroxylamine), C(C)(=O)[O-].[Na+] (sodium acetate). Run in C(C)O (ethanol). The product is C(C1=CN=CC=C1)=NO (Nicotinaldehyde oxime). As a reaction SMILES: [CH:1](=O)[C:2]1[CH:7]=[CH:6][CH:5]=[N:4][CH:3]=1.[NH2:9][OH:10].C([O-])(=O)C.[Na+]>C(O)C>[CH:1](=[N:9][OH:10])[C:2]1[CH:7]=[CH:6][CH:5]=[N:4][CH:3]=1 |f:2.3|. Procedure details: Nicotinaldehyde oxime was prepared in quantitative yield by the reaction of nicotinaldehyde with hydroxylamine and sodium acetate in ethanol as for 20. The reactants are O=C([O-])[O-], CC#N, CCOC(=O)CCl, Cl, [K+], [K+], O, Cc1ccccc1CC(=O)O. Yields the product CCOC(=O)COC(=O)Cc1ccccc1C. Reaction SMILES: [C:1](=[O:2])([O-:3])[O-:4].[CH3:26][C:27]#[N:28].[Cl:18][CH2:19][C:20](=[O:21])[O:22][CH2:23][CH3:24].[ClH:25].[K+:5].[K+:6].[OH2:29].[c:7]1([CH3:17])[c:8]([CH2:13][C:14](=[O:15])[OH:16])[cH:9][cH:10][cH:11][cH:12]1>>[c:7]1([CH3:17])[c:8]([CH2:13][C:14](=[O:15])[O:16][CH2:19][C:20](=[O:21])[O:22][CH2:23][CH3:24])[cH:9][cH:10][cH:11][cH:12]1.